This data is from the Open Reaction Database (ORD), a public repository of structured organic reaction records. The task is: describe an organic reaction: reactants, conditions, products, and yield Procedure details: A mixture of 4-(4-chlorophenyl)pent-4-en-1-ol (5.5 g) and pyridinium dichromate (14.62 g) in dichloromethane (50 ml) was stirred at room temperature for 24 hours. The mixture was diluted with diethyl ether and the solid material was filtered off. The filtrate was washed with water, dried over magnesium sulfate, and concentrated under reduced pressure to give 4-(4-chlorophenyl)pent-4-enal (2.6 g, 48%) as a yellow oil, 1H nmr (CDCl3): 9.75 (1H, broad singlet, CHO), 1R (film): 1720 cm-1. Reaction conditions: time 24 hour. Reactants: ClC1=CC=C(C=C1)C(CCCO)=C (4-(4-chlorophenyl)pent-4-en-1-ol), [Cr](=O)(=O)([O-])O[Cr](=O)(=O)[O-].[NH+]1=CC=CC=C1.[NH+]1=CC=CC=C1 (pyridinium dichromate). Yields the product ClC1=CC=C(C=C1)C(CCC=O)=C (4-(4-chlorophenyl)pent-4-enal). As a reaction SMILES: [Cl:1][C:2]1[CH:7]=[CH:6][C:5]([C:8](=[CH2:13])[CH2:9][CH2:10][CH2:11][OH:12])=[CH:4][CH:3]=1.[Cr](O[Cr]([O-])(=O)=O)([O-])(=O)=O.[NH+]1C=CC=CC=1.[NH+]1C=CC=CC=1>ClCCl.C(OCC)C>[Cl:1][C:2]1[CH:3]=[CH:4][C:5]([C:8](=[CH2:13])[CH2:9][CH2:10][CH:11]=[O:12])=[CH:6][CH:7]=1 |f:1.2.3|. The solvent is ClCCl (dichloromethane), C(C)OCC (diethyl ether). The yield is 47.8%.